This data is from the Open Reaction Database (ORD), a public repository of structured organic reaction records. The task is: describe an organic reaction: reactants, conditions, products, and yield Product: O=S(=O)(Nc1cc(Cl)c(Cc2ccc3ccccc3n2)c(Cl)c1)c1ccc(Cl)cc1Cl. RXN SMILES: [Cl:1][c:2]1[cH:3][c:4]([NH2:20])[cH:5][c:6]([Cl:19])[c:7]1[CH2:8][c:9]1[n:10][c:11]2[cH:12][cH:13][cH:14][cH:15][c:16]2[cH:17][cH:18]1.[Cl:21][c:22]1[c:23]([S:29](=[O:30])(=[O:31])[Cl:32])[cH:24][cH:25][c:26]([Cl:28])[cH:27]1.[cH:33]1[cH:34][cH:35][n:36][cH:37][cH:38]1>>[Cl:1][c:2]1[cH:3][c:4]([NH:20][S:29]([c:23]2[c:22]([Cl:21])[cH:27][c:26]([Cl:28])[cH:25][cH:24]2)(=[O:30])=[O:31])[cH:5][c:6]([Cl:19])[c:7]1[CH2:8][c:9]1[n:10][c:11]2[cH:12][cH:13][cH:14][cH:15][c:16]2[cH:17][cH:18]1. Reactants: Nc1cc(Cl)c(Cc2ccc3ccccc3n2)c(Cl)c1, O=S(=O)(Cl)c1ccc(Cl)cc1Cl, c1ccncc1.